Dataset: the Open Reaction Database (ORD), a public repository of structured organic reaction records. Task: describe an organic reaction: reactants, conditions, products, and yield Starting materials: BrC1=CC(=C(OC2=NC(=CC(=C2OC)NC(CC)CC)C)C(=C1)C)C ([2-(4-bromo-2,6-dimethyl-phenoxy)-3-methoxy-6-methyl-pyridin-4-yl]-(1-ethyl-propyl)-amine), B(Br)(Br)Br (BBr3). The solvent is C(Cl)Cl (methylene chloride). The product is BrC1=CC(=C(OC2=NC(=CC(=C2O)NC(CC)CC)C)C(=C1)C)C (2-(4-Bromo-2,6-dimethyl-phenoxy)-4-(1-ethyl-propylamino)-6-methyl-pyridin-3-ol). RXN SMILES: [Br:1][C:2]1[CH:23]=[C:22]([CH3:24])[C:5]([O:6][C:7]2[C:12]([O:13]C)=[C:11]([NH:15][CH:16]([CH2:19][CH3:20])[CH2:17][CH3:18])[CH:10]=[C:9]([CH3:21])[N:8]=2)=[C:4]([CH3:25])[CH:3]=1.B(Br)(Br)Br>C(Cl)Cl>[Br:1][C:2]1[CH:23]=[C:22]([CH3:24])[C:5]([O:6][C:7]2[C:12]([OH:13])=[C:11]([NH:15][CH:16]([CH2:19][CH3:20])[CH2:17][CH3:18])[CH:10]=[C:9]([CH3:21])[N:8]=2)=[C:4]([CH3:25])[CH:3]=1. Reported procedure: To a solution of [2-(4-bromo-2,6-dimethyl-phenoxy)-3-methoxy-6-methyl-pyridin-4-yl]-(1-ethyl-propyl)-amine in methylene chloride was added BBr3 at 0° C. and stirred for hr. The mixture was quenched with water and extracted with chloroform. The organic layer was separated, dried, and concentrated to give the title compound. 1H NMR(CDCl3) d 7.20(s, 2H), 6.12(s, 1H_, 4.77(d, 1H), 3.27(m, 1H), 2.13(s, 3H), 2.10(s, 6H), 1.4-1.8(m, 4H), 0.97(t, 6H) ppm.